Dataset: the Open Reaction Database (ORD), a public repository of structured organic reaction records. Task: describe an organic reaction: reactants, conditions, products, and yield Reactants: C(C)(C)(C)OC(CNC1CC2=CC=CC=C2C1)=O (N-(indan-2-yl)glycine tert-butyl ester), C(=O)(OCC1=CC=CC=C1)N[C@@H](CC(C)C)C(=O)O (N-(carbobenzoxy)-L-leucine). Yields the product C(C)(C)(C)OC(CN(C1CC2=CC=CC=C2C1)C([C@@H](N)CC(C)C)=O)=O (L-leucyl-N-(indan-2-yl)glycine tert-butyl ester). The yield is 34.3%. As a reaction SMILES: [C:1]([O:5][C:6](=[O:18])[CH2:7][NH:8][CH:9]1[CH2:17][C:16]2[C:11](=[CH:12][CH:13]=[CH:14][CH:15]=2)[CH2:10]1)([CH3:4])([CH3:3])[CH3:2].C([NH:29][C@H:30]([C:35](O)=[O:36])[CH2:31][CH:32]([CH3:34])[CH3:33])(OCC1C=CC=CC=1)=O>>[C:1]([O:5][C:6](=[O:18])[CH2:7][N:8]([C:35](=[O:36])[C@H:30]([CH2:31][CH:32]([CH3:34])[CH3:33])[NH2:29])[CH:9]1[CH2:10][C:11]2[C:16](=[CH:15][CH:14]=[CH:13][CH:12]=2)[CH2:17]1)([CH3:4])([CH3:2])[CH3:3]. Procedure: By reacting 7 g of N-(indan-2-yl)glycine tert-butyl ester with 8.5 g of N-(carbobenzoxy)-L-leucine and treating the reaction mixture as in Reference Example 5, there is obtained 3.5 g of L-leucyl-N-(indan-2-yl)glycine tert-butyl ester as colorless amorphous powder.